From a dataset of the Open Reaction Database (ORD), a public repository of structured organic reaction records. describe an organic reaction: reactants, conditions, products, and yield The reactants are O=C(O)CCc1ccc(-c2ccccc2Cl)cc1, O=S(Cl)Cl. The product is O=C(Cl)CCc1ccc(-c2ccccc2Cl)cc1. As a reaction SMILES: [Cl:1][c:2]1[c:3](-[c:8]2[cH:9][cH:10][c:11]([CH2:14][CH2:15][C:16](=[O:17])[OH:18])[cH:12][cH:13]2)[cH:4][cH:5][cH:6][cH:7]1.[S:19]([Cl:20])([Cl:21])=[O:22]>>[Cl:1][c:2]1[c:3](-[c:8]2[cH:9][cH:10][c:11]([CH2:14][CH2:15][C:16](=[O:18])[Cl:21])[cH:12][cH:13]2)[cH:4][cH:5][cH:6][cH:7]1. Starting materials: Cc1ccccc1, CC(=O)CC(O)CCSc1ccc(OC(F)(F)C(F)F)cc1, O=C(O)C(=O)O. Yields the product CC(=O)C=CCCSc1ccc(OC(F)(F)C(F)F)cc1. As a reaction SMILES: [CH3:29][c:30]1[cH:31][cH:32][cH:33][cH:34][cH:35]1.[OH:1][CH:2]([CH2:3][C:4]([CH3:5])=[O:6])[CH2:7][CH2:8][S:9][c:10]1[cH:11][cH:12][c:13]([O:16][C:17]([CH:18]([F:19])[F:20])([F:21])[F:22])[cH:14][cH:15]1.[OH:23][C:24]([C:25](=[O:26])[OH:27])=[O:28]>>[CH:2](=[CH:3][C:4]([CH3:5])=[O:6])[CH2:7][CH2:8][S:9][c:10]1[cH:11][cH:12][c:13]([O:16][C:17]([CH:18]([F:19])[F:20])([F:21])[F:22])[cH:14][cH:15]1. Starting materials: C1(CC1)NC(N(CCOC)CC1=CN=C(N1C)C1=CC2=NC=CC(=C2S1)OC1=C(C=C(C=C1)[N+](=O)[O-])F)=O (3-cyclopropyl-1-((2-(7-(2-fluoro-4-nitrophenoxy)thieno[3,2-b]pyridin-2-yl)-1-methyl-1H-imidazol-5-yl)methyl)-1-(2-methoxyethyl)urea), [Cl-].[NH4+] (ammonium chloride). The reagents and catalysts are [Zn] (zinc). Run in CO (MeOH). The product is NC1=CC(=C(OC2=C3C(=NC=C2)C=C(S3)C=3N(C(=CN3)CN(C(=O)NC3CC3)CCOC)C)C=C1)F (1-((2-(7-(4-amino-2-fluorophenoxy)thieno[3,2-b]pyridin-2-yl)-1-methyl-1H-imidazol-5-yl)methyl)-3-cyclopropyl-1-(2-methoxyethyl)urea). Isolated yield 99.9%. RXN SMILES: [CH:1]1([NH:4][C:5](=[O:38])[N:6]([CH2:11][C:12]2[N:16]([CH3:17])[C:15]([C:18]3[S:26][C:25]4[C:20](=[N:21][CH:22]=[CH:23][C:24]=4[O:27][C:28]4[CH:33]=[CH:32][C:31]([N+:34]([O-])=O)=[CH:30][C:29]=4[F:37])[CH:19]=3)=[N:14][CH:13]=2)[CH2:7][CH2:8][O:9][CH3:10])[CH2:3][CH2:2]1.[Cl-].[NH4+]>CO.[Zn]>[NH2:34][C:31]1[CH:32]=[CH:33][C:28]([O:27][C:24]2[CH:23]=[CH:22][N:21]=[C:20]3[CH:19]=[C:18]([C:15]4[N:16]([CH3:17])[C:12]([CH2:11][N:6]([CH2:7][CH2:8][O:9][CH3:10])[C:5]([NH:4][CH:1]5[CH2:2][CH2:3]5)=[O:38])=[CH:13][N:14]=4)[S:26][C:25]=23)=[C:29]([F:37])[CH:30]=1 |f:1.2|. Reported procedure: To a solution of 159 (300 mg, 0.555 mmol) in MeOH (10 mL) was added zinc powder (145 mg, 2.22 mmol) and ammonium chloride (59.4 mg, 1.11 mmol) and the reaction mixture was heated to reflux for 3 hours. The mixture was cooled to RT and filtered. The solvent was evaporated and the residue was extracted with DCM. The extract was dried over anhydrous Na2SO4, filtered and concentrated. The crude title compound 160 (283 mg, 100% yield) was used in the next step with no additional purification. MS (m/z... Reactants: BrC1=CC=CC=C(C1=O)OC (7-bromo-2-methoxy-2,4,6-cycloheptatrien-1-one), N (ammonia). Run in CO (methanol). Reaction conditions: temperature 80 celsius. Yields the product NC=1C(C(=CC=CC1)Br)=O (2-amino-7-bromo-2,4,6-cycloheptatrien-1-one). As a reaction SMILES: [Br:1][C:2]1[C:8](=[O:9])[C:7](OC)=[CH:6][CH:5]=[CH:4][CH:3]=1.[NH3:12]>CO>[NH2:12][C:7]1[C:8](=[O:9])[C:2]([Br:1])=[CH:3][CH:4]=[CH:5][CH:6]=1. Reported procedure: A solution of 7-bromo-2-methoxy-2,4,6-cycloheptatrien-1-one [1.0 g, described by T. Nozol et al., Proc. Japan Acad., 27, 556-60 (1951), (CA 46, 7560c)] in methanol (30 ml) is cooled to -20° C and saturated with gaseous ammonia. The reaction mixture is heated in a pressure bottle at 80° C for 4 hours and cooled to -70° C. The bottle is opened and the solvent is removed under reduced pressure. The residue is boiled with ethyl acetate and the ethyl acetate extract is evaporated to give 2-amino-7-br... Starting materials: C(C)(C)(C)OC(NC=1C=NC=CC1I)=O ((4-iodo-pyridin-3-yl)-carbamic acid tert-butyl ester), FC(OC1=C(C=CC=C1)B(O)O)(F)F (2-trifluoromethoxyphenylboronic acid). Product: C(C)(C)(C)OC(NC=1C=NC=CC1C1=C(C=CC=C1)OC(F)(F)F)=O ([4-(2-Trifluoromethoxy-phenyl)-pyridin-3-yl]-carbamic acid tert-butylester). RXN SMILES: [C:1]([O:5][C:6](=[O:15])[NH:7][C:8]1[CH:9]=[N:10][CH:11]=[CH:12][C:13]=1I)([CH3:4])([CH3:3])[CH3:2].[F:16][C:17]([F:29])([F:28])[O:18][C:19]1[CH:24]=[CH:23][CH:22]=[CH:21][C:20]=1B(O)O>>[C:1]([O:5][C:6](=[O:15])[NH:7][C:8]1[CH:9]=[N:10][CH:11]=[CH:12][C:13]=1[C:20]1[CH:21]=[CH:22][CH:23]=[CH:24][C:19]=1[O:18][C:17]([F:16])([F:29])[F:28])([CH3:4])([CH3:3])[CH3:2]. Reported procedure: The title compound was prepared in analogy to example 72, from (4-iodo-pyridin-3-yl)-carbamic acid tert-butyl ester and 2-trifluoromethoxyphenylboronic acid after a reaction time of 16 hours at reflux. The crude product was purified by column chromatography eluting with a gradient of n-hexane:EtOAc (80:20 to 70:30). Light yellow sticky liquid (80%). MS (ESI): m/z=355.2 [M+H]+. Starting materials: CCOC(=O)c1c(C)cccc1O, ClC(Cl)(Cl)Cl, CC(C)(C#N)N=NC(C)(C)C#N, O=C1CCC(=O)N1Br. Product: CCOC(=O)c1c(O)cccc1CBr. As a reaction SMILES: [CH2:1]([CH3:2])[O:3][C:4]([c:5]1[c:6]([OH:12])[cH:7][cH:8][cH:9][c:10]1[CH3:11])=[O:13].[Cl:34][C:35]([Cl:36])([Cl:37])[Cl:38].[N:22]#[C:23][C:24]([N:25]=[N:26][C:27]([C:28]#[N:29])([CH3:30])[CH3:31])([CH3:32])[CH3:33].[O:14]=[C:15]1[N:16]([Br:21])[C:17](=[O:18])[CH2:19][CH2:20]1>>[CH2:1]([CH3:2])[O:3][C:4]([c:5]1[c:6]([OH:12])[cH:7][cH:8][cH:9][c:10]1[CH2:11][Br:21])=[O:13]. Starting materials: C(C=C)OC(=O)N1[C@H](CC(=CC1)C=1N=C(SC1)SC1=C(N2C([C@@H]([C@H]2[C@H]1C)[C@@H](C)O)=O)C(=O)OCC=C)CO (allyl (4R,5S,6S)-3-({4-[(2R)-1-[(allyloxy)carbonyl]-2-(hydroxymethyl)-1,2,3,6-tetrahydro-4-pyridinyl]-1,3-thiazol-2-yl}sulfanyl)-6-[(1R)-1-hydroxyethyl]-4-methyl-7-oxo-1-azabicyclo[3.2.0]hept-2-ene-2-carboxylate), C(C)(=O)O (acetic acid), C(CCC)[SnH](CCCC)CCCC (tributyltin hydride), bis(triphenylphosphine)palladium chloride(II), ice, P(=O)([O-])([O-])[O-] (phosphate). Solvent: ClCCl (dichloromethane). Product: O[C@H](C)[C@@H]1[C@H]2[C@H](C(=C(N2C1=O)C(=O)O)SC=1SC=C(N1)C=1C[C@@H](NCC1)CO)C ((4R,5S,6S)-6-[(1R)-1-hydroxyethyl]-3-({4-[(2R)-2-(hydroxymethyl)-1,2,3,6-tetrahydro-4-pyridinyl]-1,3-thiazol-2-yl}sulfanyl)-4-methyl-7-oxo-1-azabicyclo[3.2.0]hept-2-ene-2-carboxylic acid). Isolated yield 58.3%. As a reaction SMILES: C(OC([N:7]1[CH2:12][CH:11]=[C:10]([C:13]2[N:14]=[C:15]([S:18][C:19]3[C@H:25]([CH3:26])[C@H:24]4[N:21]([C:22](=[O:30])[C@@H:23]4[C@H:27]([OH:29])[CH3:28])[C:20]=3[C:31]([O:33]CC=C)=[O:32])[S:16][CH:17]=2)[CH2:9][C@@H:8]1[CH2:37][OH:38])=O)C=C.C(O)(=O)C.C([SnH](CCCC)CCCC)CCC.P([O-])([O-])([O-])=O>ClCCl>[OH:29][C@@H:27]([C@H:23]1[C:22](=[O:30])[N:21]2[C@@H:24]1[C@@H:25]([CH3:26])[C:19]([S:18][C:15]1[S:16][CH:17]=[C:13]([C:10]3[CH2:9][C@H:8]([CH2:37][OH:38])[NH:7][CH2:12][CH:11]=3)[N:14]=1)=[C:20]2[C:31]([OH:33])=[O:32])[CH3:28]. Reported procedure: To a solution of allyl (4R,5S,6S)-3-({4-[(2R)-1-[(allyloxy)carbonyl]-2-(hydroxymethyl)-1,2,3,6-tetrahydro-4-pyridinyl]-1,3-thiazol-2-yl}sulfanyl)-6-[(1R)-1-hydroxyethyl]-4-methyl-7-oxo-1-azabicyclo[3.2.0]hept-2-ene-2-carboxylate (110 mg, 0.20 mmol) in dichloromethane (15 ml) were added acetic acid (28 μl) and tributyltin hydride (0.54 ml, 2.6 mmol) and then was added at room temperature bis(triphenylphosphine)palladium chloride(II) (14 mg, 0.020 mmol). Ten minutes later the reaction mixture was ...